From a dataset of the Open Reaction Database (ORD), a public repository of structured organic reaction records. describe an organic reaction: reactants, conditions, products, and yield Starting materials: ClC1=CC=C(C=C1)C1=C(C(=NN1C1=C(C=C(C=C1)Cl)Cl)C(=O)O)C (5-(4-chloro-phenyl)-1-(2,4-dichloro-phenyl)-4-methyl-1H-pyrazole-3-carboxylic acid), C(CCC)NC(C(=O)N)(C)C (2-butylamino-2-methyl-propionamide). Yields the product C(CCC)N1C(=NC(C1(C)C)=O)C1=NN(C(=C1C)C1=CC=C(C=C1)Cl)C1=C(C=C(C=C1)Cl)Cl (1-butyl-2-[5-(4-chloro-phenyl)-1-(2,4-dichloro-phenyl)-4-methyl-1H-pyrazol-3-yl]-5,5-dimethyl-1,5-dihydro-imidazol-4-one). RXN SMILES: [Cl:1][C:2]1[CH:7]=[CH:6][C:5]([C:8]2[N:12]([C:13]3[CH:18]=[CH:17][C:16]([Cl:19])=[CH:15][C:14]=3[Cl:20])[N:11]=[C:10]([C:21](O)=O)[C:9]=2[CH3:24])=[CH:4][CH:3]=1.[CH2:25]([NH:29][C:30]([CH3:35])([CH3:34])[C:31]([NH2:33])=[O:32])[CH2:26][CH2:27][CH3:28]>>[CH2:25]([N:29]1[C:30]([CH3:35])([CH3:34])[C:31](=[O:32])[N:33]=[C:21]1[C:10]1[C:9]([CH3:24])=[C:8]([C:5]2[CH:4]=[CH:3][C:2]([Cl:1])=[CH:7][CH:6]=2)[N:12]([C:13]2[CH:18]=[CH:17][C:16]([Cl:19])=[CH:15][C:14]=2[Cl:20])[N:11]=1)[CH2:26][CH2:27][CH3:28]. Procedure details: Compound 9 was synthesized from 4a (252 mg, 0.66 mmol) and 5d (161 mg, 1.01 mmol) as a white solid (141 mg, 42%) in a manner similar to that described in Example 36. 1H NMR (600 MHz, CDCl3) δ 7.44 (d, 1H), 7.29-7.24 (m, 3H), 7.13 (d, 1H), 7.05 (d, 2H), 3.80-3.78 (m, 2H), 2.39 (s, 3H), 1.69-1.64 (m, 2H), 1.40 (s, 6H), 1.26-1.22 (m, 2H), 0.81 (t, 3H); ESMS m/z: 503.1 (M+1). The reactants are ClCC1=NOC(=N1)C1=CC(=C(C(=C1)C(C)(C)C)O)C(C)(C)C (4-[3-(chloromethyl) -1,2,4-oxadiazol-5-yl]-2,6-bis(1,1-dimethylethyl)phenol), N1CCCC1 (pyrrolidine), ice water. The solvent is CN(C)C=O (DMF). Run at time 3 hour. Product: CC(C)(C)C1=C(C(=CC(=C1)C1=NC(=NO1)CN1CCCC1)C(C)(C)C)O (2,6-bis(1,1-dimethylethyl) -4-[3-(1-pyrrolidinylmethyl)-1,2,4-oxadiazol5-yl]phenol). Reaction SMILES: Cl[CH2:2][C:3]1[N:7]=[C:6]([C:8]2[CH:13]=[C:12]([C:14]([CH3:17])([CH3:16])[CH3:15])[C:11]([OH:18])=[C:10]([C:19]([CH3:22])([CH3:21])[CH3:20])[CH:9]=2)[O:5][N:4]=1.[NH:23]1[CH2:27][CH2:26][CH2:25][CH2:24]1>CN(C=O)C>[CH3:15][C:14]([C:12]1[CH:13]=[C:8]([C:6]2[O:5][N:4]=[C:3]([CH2:2][N:23]3[CH2:27][CH2:26][CH2:25][CH2:24]3)[N:7]=2)[CH:9]=[C:10]([C:19]([CH3:22])([CH3:21])[CH3:20])[C:11]=1[OH:18])([CH3:17])[CH3:16]. Procedure: A mixture of 0.5 g (0.002 mole) of 4-[3-(chloromethyl) -1,2,4-oxadiazol-5-yl]-2,6-bis(1,1-dimethylethyl)phenol and 0.4 g (0.006 mole) of pyrrolidine in DMF (10 ml) is stirred at room temperature for three hours. The mixture is poured into ice water (50 ml) and extracted with ethyl acetate (3×25 ml). The organic phase is washed with water (3×40 ml), dried (anhydrous magnesium sulfate), and evaporated, leaving an oil. Purification by flash chromatography (silica gel, ethyl acetate/hexane elution) ... Reported procedure: 4-[[(2,6-Dichlorophenyl)carbonyl]amino]-N-[(1,1-dimethylethoxy)carbonyl]-L-phenylalanine methyl ester (1.86 g, 4.0 mmol) was treated with 4 N hydrochloric acid in dioxane (10 mL) at room temperature. After 5 minutes, the solids went into solution and the mixture was stirred for 1 h. Then, 25 mL of ethyl ether was added to precipitate the product. The solids were collected by filtration and washed with hexane. The resulting solid was very hydroscopic and became gummy. This material was dissolved ... The product is Cl.COC([C@@H](N)CC1=CC=C(C=C1)NC(=O)C1=C(C=CC=C1Cl)Cl)=O (4-[[(2,6-Dichlorophenyl)Carbonyl]Amino]-L-Phenylalanine Methyl Ester Hydrochloride Salt). RXN SMILES: [CH3:1][O:2][C:3](=[O:31])[C@H:4]([CH2:13][C:14]1[CH:19]=[CH:18][C:17]([NH:20][C:21]([C:23]2[C:28]([Cl:29])=[CH:27][CH:26]=[CH:25][C:24]=2[Cl:30])=[O:22])=[CH:16][CH:15]=1)[NH:5]C(OC(C)(C)C)=O.Cl.C(OCC)C>O1CCOCC1>[ClH:29].[CH3:1][O:2][C:3](=[O:31])[C@H:4]([CH2:13][C:14]1[CH:15]=[CH:16][C:17]([NH:20][C:21]([C:23]2[C:28]([Cl:29])=[CH:27][CH:26]=[CH:25][C:24]=2[Cl:30])=[O:22])=[CH:18][CH:19]=1)[NH2:5] |f:4.5|. Starting materials: COC([C@@H](NC(=O)OC(C)(C)C)CC1=CC=C(C=C1)NC(=O)C1=C(C=CC=C1Cl)Cl)=O (4-[[(2,6-Dichlorophenyl)carbonyl]amino]-N-[(1,1-dimethylethoxy)carbonyl]-L-phenylalanine methyl ester), Cl (hydrochloric acid), C(C)OCC (ethyl ether). Run at time 5 minute. The solvent is O1CCOCC1 (dioxane). Starting materials: Example 15 ( i ), C1(=CC=CC=C1)C#C[Sn](CCCC)(CCCC)CCCC ((phenylethynyl)tri-n-butyltin), C(#N)C1=CC(=C(C=O)C=C1)S(=O)(=O)C(F)(F)F (4-cyano-2-trifluoromethylsulphonyl-benzaldehyde), tris(dibenzylidenacetone)dipalladium(o), O1C(=CC=C1)P(C=1OC=CC1)C=1OC=CC1 (tris(2-furyl)phosphine), [Cl-].[Li+] (lithium chloride). Run in CN1CCCC1=O (N-methyl pyrrolidinone). Yields the product C(#N)C1=CC(=C(C=O)C=C1)C#CC1=CC=CC=C1 (4-cyano-2-(2-phenylethynyl)benzaldehyde). RXN SMILES: [C:1]([C:3]1[CH:10]=[CH:9][C:6]([CH:7]=[O:8])=[C:5](S(C(F)(F)F)(=O)=O)[CH:4]=1)#[N:2].O1C=CC=C1P(C1OC=CC=1)C1OC=CC=1.[Cl-].[Li+].[C:36]1([C:42]#[C:43][Sn](CCCC)(CCCC)CCCC)[CH:41]=[CH:40][CH:39]=[CH:38][CH:37]=1>CN1C(=O)CCC1>[C:1]([C:3]1[CH:10]=[CH:9][C:6]([CH:7]=[O:8])=[C:5]([C:43]#[C:42][C:36]2[CH:41]=[CH:40][CH:39]=[CH:38][CH:37]=2)[CH:4]=1)#[N:2] |f:2.3|. Procedure details: A mixture of 4-cyano-2-trifluoromethylsulphonyl-benzaldehyde (1.75 g, 6.3 mmol), tris(dibenzylidenacetone)dipalladium(o) (116 mg, 0.13 mmol), tris(2-furyl)phosphine (234 mg, 1.0 mmol) and anhydrous lithium chloride (0.8 g, 18.9 mmol) in dry N-methyl pyrrolidinone (18 ml) were reacted with (phenylethynyl)tri-n-butyltin (2.91 g, 7.4 mmol) for 3 hours at 50° C. and worked up following the procedure described in Example 15 (i). The crude oil was chromatographed on flash silica eluting with hexane-di...